Dataset: the Open Reaction Database (ORD), a public repository of structured organic reaction records. Task: describe an organic reaction: reactants, conditions, products, and yield The reactants are C(C1=CC=C(C(=O)OC)C=C1)(=O)OC (dimethyl terephthalate), 16.47, CN(C1=CC=CC=C1)C (N,N-dimethyl aniline), C(=O)(Cl)Cl (phosgene), ClCCl (dichloromethane), diacid chloride, C(C1=CC=C(C(=O)O)C=C1)(=O)O (terephthalic acid), diacid chloride, CN(C1=CC=CC=C1)C (dimethylaniline). Product: C(C1=CC=C(C(=O)Cl)C=C1)(=O)Cl (terephthaloyl chloride). Yield: 90.2%. As a reaction SMILES: [C:1]([OH:12])(=O)[C:2]1[CH:10]=[CH:9][C:5](C(O)=O)=[CH:4][CH:3]=1.CN(C)C1C=CC=CC=1.[C:22]([Cl:25])(Cl)=[O:23].C(OC)(=O)C1C=CC(C(OC)=O)=CC=1.[Cl:40]CCl>>[C:22]([Cl:25])(=[O:23])[C:5]1[CH:9]=[CH:10][C:2]([C:1]([Cl:40])=[O:12])=[CH:3][CH:4]=1. Procedure details: Following the general procedure in Example 1 for the preparation of the diacid chloride, 8.93 parts of terephthalic acid were added to a mixture of 16.47 parts of N,N-dimethyl aniline and 12.8 parts phosgene in 200 parts dry dichloromethane at 25° to 30° C. The ratio of equivalents of dimethylaniline base/COOH acid group was 1.26. After carrying out the reaction and esterifying the resulting diacid chloride by the procedure described in Example 1, 9.87 parts of a solid containing 95.4% dimethyl ... Reagents/catalysts: [Pd] (Pd/C). Run at time 16 hour. The yield is 49.0%. Solvent: CO (MeOH), CO (MeOH). As a reaction SMILES: [NH2:1][CH:2]1[CH2:46][N:5]2[C:6]3[CH:7]=[CH:8][C:9]([C:13]4[C:28]([CH3:29])=[C:27]([O:30]CC5C=CC=CC=5)[C:16]([C:17]([O:19]CC5C=CC=CC=5)=[O:18])=[C:15]([O:38]CC5C=CC=CC=5)[N:14]=4)=[CH:10][C:11]=3[CH:12]=[C:4]2[CH2:3]1.[ClH:47]>CO.[Pd]>[ClH:47].[NH2:1][CH:2]1[CH2:46][N:5]2[C:6]3[CH:7]=[CH:8][C:9]([C:13]4[NH:14][C:15](=[O:38])[C:16]([C:17]([OH:19])=[O:18])=[C:27]([OH:30])[C:28]=4[CH3:29])=[CH:10][C:11]=3[CH:12]=[C:4]2[CH2:3]1 |f:4.5|. Product: Cl.NC1CC=2N(C=3C=CC(=CC3C2)C2=C(C(=C(C(N2)=O)C(=O)O)O)C)C1 (6-(2-amino-2,3-dihydro-1H-pyrrolo[1,2-a]indol-7-yl)-4-hydroxy-5-methyl-2-oxo-1,2-dihydropyridine-3-carboxylic acid hydrochloride). Starting materials: NC1CC=2N(C=3C=CC(=CC3C2)C2=NC(=C(C(=O)OCC3=CC=CC=C3)C(=C2C)OCC2=CC=CC=C2)OCC2=CC=CC=C2)C1 (benzyl 6-(2-amino-2,3-dihydro-1H-pyrrolo[1,2-a]indol-7-yl)-2,4-bis(benzyloxy)-5-methylnicotinate), Cl (HCl). Procedure details: The intermediate from Step 4 (36 mg, 0.06 mmol) was dissolved in MeOH (2 mL). To the solution was added 10% Pd/C (20 mg) and 3 N HCl in MeOH (0.1 mL). The mixture stirred under H2 (1 atm) at room temperature for 16 h. The mixture was filtered through a 5 μm cartridge. The filtrate was concentrated, leaving the product (21 mg, 49%) as an off white powder. The reactants are [H-].[Na+] (sodium hydride), FC(C(F)(F)F)(C=1C=CC2=C(C(=CC(O2)(CF)CF)N2C(CCC2)=S)C1)F (6-pentafluoroethyl-2,2-bisfluoromethyl-4-(2-thioxo-1-pyrrolidinyl)-2H-1-benzopyran), IC (iodomethane), N#CN (cyanamide), ice water. Solvent: O1CCCC1 (tetrahydrofuran). Product: C(#N)N=C1N(CCC1)C1=CC(OC2=C1C=C(C=C2)C(C(F)(F)F)(F)F)(CF)CF (4-(2-cyanoimino-1-pyrrolidinyl)-6-pentafluoroethyl-2,2-bisfluoromethyl-2H-1-benzopyran). Isolated yield 96.1%. RXN SMILES: [F:1][C:2]([F:27])([C:7]1[CH:8]=[CH:9][C:10]2[O:15][C:14]([CH2:18][F:19])([CH2:16][F:17])[CH:13]=[C:12]([N:20]3[CH2:24][CH2:23][CH2:22][C:21]3=S)[C:11]=2[CH:26]=1)[C:3]([F:6])([F:5])[F:4].IC.[N:30]#[C:31][NH2:32].[H-].[Na+]>O1CCCC1>[C:31]([N:32]=[C:21]1[CH2:22][CH2:23][CH2:24][N:20]1[C:12]1[C:11]2[CH:26]=[C:7]([C:2]([F:27])([F:1])[C:3]([F:6])([F:5])[F:4])[CH:8]=[CH:9][C:10]=2[O:15][C:14]([CH2:18][F:19])([CH2:16][F:17])[CH:13]=1)#[N:30] |f:3.4|. Reported procedure: To a mixture of 0.05 g of 6-pentafluoroethyl-2,2-bisfluoromethyl-4-(2-thioxo-1-pyrrolidinyl)-2H-1-benzopyran, 0.20 g of iodomethane, 0.05 g of cyanamide and 3 ml of tetrahydrofuran was added 0.06 g of sodium hydride (60%) under ice-cooling with stirring. The mixture was stirred under ice-tooling for 30 minutes and then stirred at room temperature for 17 hours. After addition of ice water, the mixture was extracted with methylene chloride. The organic layer was washed with water and dried. The so... Reactants: ClC=1C=CC(=C(C1)C1=CC=C2C=NC(=NN21)S(=O)C)OC (7-(5-Chloro-2-methoxy-phenyl)-2-methanesulfinyl-pyrrolo[2,1-f][1,2,4]triazine), COC=1C=C(N)C=C(C1OC)OC (3,4,5-Trimethoxyaniline). Solvent: CN1C(CCC1)=O (N-Methylpyrrolidinone). Run at temperature 140 celsius. Yields the product ClC=1C=CC(=C(C1)C1=CC=C2C=NC(=NN21)NC2=CC(=C(C(=C2)OC)OC)OC)OC ([7-(5-Chloro-2-methoxy-phenyl)-pyrrolo[2,1-f][1,2,4]triazin-2-yl]-(3,4,5-trimethoxy-phenyl)-amine). The yield is 28.4%. RXN SMILES: [Cl:1][C:2]1[CH:3]=[CH:4][C:5]([O:20][CH3:21])=[C:6]([C:8]2[N:16]3[C:11]([CH:12]=[N:13][C:14](S(C)=O)=[N:15]3)=[CH:10][CH:9]=2)[CH:7]=1.[CH3:22][O:23][C:24]1[CH:25]=[C:26]([CH:28]=[C:29]([O:33][CH3:34])[C:30]=1[O:31][CH3:32])[NH2:27]>CN1CCCC1=O>[Cl:1][C:2]1[CH:3]=[CH:4][C:5]([O:20][CH3:21])=[C:6]([C:8]2[N:16]3[C:11]([CH:12]=[N:13][C:14]([NH:27][C:26]4[CH:28]=[C:29]([O:33][CH3:34])[C:30]([O:31][CH3:32])=[C:24]([O:23][CH3:22])[CH:25]=4)=[N:15]3)=[CH:10][CH:9]=2)[CH:7]=1. Procedure: 7-(5-Chloro-2-methoxy-phenyl)-2-methanesulfinyl-pyrrolo[2,1-f][1,2,4]triazine (75.0 mg, 0.000233 mol) and 3,4,5-Trimethoxyaniline (51 mg, 0.00028 mol) were dissolved in N-Methylpyrrolidinone (5.00 mL) and the reaction was heated at 140° C. until HPLC showed consumption of starting material. The reaction mixture was then reduced en vacuo and the product was isolated and purified by Gilson prep HPLC to afford 29.22 mg of [7-(5-Chloro-2-methoxy-phenyl)-pyrrolo[2,1-f][1,2,4]triazin-2-yl]-(3,4,5-trim... Yield: 55.5%. Product: C(C)[C@@H]1[C@@H]([C@]2(C)[C@@H](C1)[C@@H]1CCC3=CC(CC[C@@H]3[C@H]1CC2)=O)OC(COC(C(CC)O)=O)=O (16β-Ethyl-17β-(2-hydroxybutyryl)oxyacetoxy-4-estren-3-one). Reaction SMILES: [OH:1][CH:2]([CH2:6][CH3:7])[C:3]([OH:5])=[O:4].[OH-].[Na+].[CH2:10]([C@H:12]1[CH2:17][C@H:16]2[C@H:18]3[C@H:27]([CH2:28][CH2:29][C@:14]2([CH3:15])[C@H:13]1[O:31][C:32](=[O:35])[CH2:33]Br)[C@@H:26]1[C:21](=[CH:22][C:23](=[O:30])[CH2:24][CH2:25]1)[CH2:20][CH2:19]3)[CH3:11].C(OCC)(=O)C>CN(C=O)C>[CH2:10]([C@H:12]1[CH2:17][C@H:16]2[C@H:18]3[C@H:27]([CH2:28][CH2:29][C@:14]2([CH3:15])[C@H:13]1[O:31][C:32](=[O:35])[CH2:33][O:4][C:3](=[O:5])[CH:2]([OH:1])[CH2:6][CH3:7])[C@@H:26]1[C:21](=[CH:22][C:23](=[O:30])[CH2:24][CH2:25]1)[CH2:20][CH2:19]3)[CH3:11] |f:1.2|. Run at time 16 hour. The reactants are OC(C(=O)O)CC (α-hydroxybutyric acid), [OH-].[Na+] (NaOH), C(C)[C@@H]1[C@@H]([C@]2(C)[C@@H](C1)[C@@H]1CCC3=CC(CC[C@@H]3[C@H]1CC2)=O)OC(CBr)=O (16β-ethyl-17β-bromoacetoxy-4-estren-3-one), C(C)(=O)OCC (ethyl acetate). The solvent is CN(C)C=O (DMF). Procedure details: In 40 ml of DMF is dissolved 0.6 g of α-hydroxybutyric acid, and 6.0 ml of 1N-NaOH and 1.4 g of 16β-ethyl-17β-bromoacetoxy-4-estren-3-one are added. The mixture is stirred at room temperature (15°-25° C.) for 16 hours. To the reaction mixture is added 150 ml of ethyl acetate and the mixture is washed with water and saturated aqueous sodium chloride solution and dried over anhydrous sodium sulfate. The solvent is then distilled off under reduced pressure and the residue is subjected to column chr... Reactants: C(#N)N1CCC(CC1)N(C(C1=CC=C(C=C1)C1=CN=CO1)=O)C1CC1 (N-(1-cyano-piperidin-4-yl)-N-cyclopropyl-4-oxazol-5-yl-benzamide), OCC(C(=N)NO)(C)C (3,N-dihydroxy-2,2-dimethyl-propionamidine). Yields the product C1(CC1)N(C(C1=CC=C(C=C1)C1=CN=CO1)=O)C1CCN(CC1)C1=NC(=NO1)C(CO)(C)C (N-Cyclopropyl-N-{1-[3-(2-hydroxy-1,1-dimethyl-ethyl)-[1,2,4]oxadiazol-5-yl]-piperidin-4-yl}-4-oxazol-5-yl-benzamide). RXN SMILES: [C:1]([N:3]1[CH2:8][CH2:7][CH:6]([N:9]([CH:23]2[CH2:25][CH2:24]2)[C:10](=[O:22])[C:11]2[CH:16]=[CH:15][C:14]([C:17]3[O:21][CH:20]=[N:19][CH:18]=3)=[CH:13][CH:12]=2)[CH2:5][CH2:4]1)#[N:2].[OH:26][CH2:27][C:28]([CH3:34])([CH3:33])[C:29]([NH:31][OH:32])=N>>[CH:23]1([N:9]([CH:6]2[CH2:5][CH2:4][N:3]([C:1]3[O:32][N:31]=[C:29]([C:28]([CH3:34])([CH3:33])[CH2:27][OH:26])[N:2]=3)[CH2:8][CH2:7]2)[C:10](=[O:22])[C:11]2[CH:12]=[CH:13][C:14]([C:17]3[O:21][CH:20]=[N:19][CH:18]=3)=[CH:15][CH:16]=2)[CH2:25][CH2:24]1. Procedure details: The title compound is prepared from N-(1-cyano-piperidin-4-yl)-N-cyclopropyl-4-oxazol-5-yl-benzamide and 3,N-dihydroxy-2,2-dimethyl-propionamidine following a procedure analogous to that described in Example 1. LC (method 1): tR=1.08 min; Mass spectrum (ESI+): m/z=452 [M+H]+. The reactants are NC1CCC(CCN2CCC(Oc3cc(F)c(F)cc3F)CC2)CC1, O=C(O)C1CCOCC1. The product is O=C(NC1CCC(CCN2CCC(Oc3cc(F)c(F)cc3F)CC2)CC1)C1CCOCC1. As a reaction SMILES: [F:1][c:2]1[c:3]([O:4][CH:5]2[CH2:6][CH2:7][N:8]([CH2:11][CH2:12][CH:13]3[CH2:14][CH2:15][CH:16]([NH2:19])[CH2:17][CH2:18]3)[CH2:9][CH2:10]2)[cH:20][c:21]([F:25])[c:22]([F:24])[cH:23]1.[O:26]1[CH2:27][CH2:28][CH:29]([C:32](=[O:33])[OH:34])[CH2:30][CH2:31]1>>[F:1][c:2]1[c:3]([O:4][CH:5]2[CH2:6][CH2:7][N:8]([CH2:11][CH2:12][CH:13]3[CH2:14][CH2:15][CH:16]([NH:19][C:32]([CH:29]4[CH2:28][CH2:27][O:26][CH2:31][CH2:30]4)=[O:33])[CH2:17][CH2:18]3)[CH2:9][CH2:10]2)[cH:20][c:21]([F:25])[c:22]([F:24])[cH:23]1. The reactants are CC=1NC2=C(CCN(C3=C2C=CC=C3)C(=O)C3=CC=C(NC(C2=C(C=CC=C2)C2=CC=CC=C2)=O)C=C3)N1 (4'-[(2-Methyl-1,4,5,6-tetrahydroimidazo[4,5-d][1]benzazepin-6-yl)carbonyl]-2-phenylbenzanilide), Cl.C(C)(=O)OCC (hydrochloric acid ethyl acetate). Solvent: C(C)O (ethyl alcohol). The product is Cl.CC=1NC2=C(CCN(C3=C2C=CC=C3)C(=O)C3=CC=C(NC(C2=C(C=CC=C2)C2=CC=CC=C2)=O)C=C3)N1 (4'-[(2-methyl-1,4,5,6-tetrahydroimidazo[4,5-d][1]benzazepin-6-yl)carbonyl]-2-phenylbenzanilide hydrochloride). RXN SMILES: [CH3:1][C:2]1[NH:3][C:4]2[C:10]3[CH:11]=[CH:12][CH:13]=[CH:14][C:9]=3[N:8]([C:15]([C:17]3[CH:37]=[CH:36][C:20]([NH:21][C:22](=[O:35])[C:23]4[CH:28]=[CH:27][CH:26]=[CH:25][C:24]=4[C:29]4[CH:34]=[CH:33][CH:32]=[CH:31][CH:30]=4)=[CH:19][CH:18]=3)=[O:16])[CH2:7][CH2:6][C:5]=2[N:38]=1.[ClH:39].C(OCC)(=O)C>C(O)C>[ClH:39].[CH3:1][C:2]1[NH:3][C:4]2[C:10]3[CH:11]=[CH:12][CH:13]=[CH:14][C:9]=3[N:8]([C:15]([C:17]3[CH:37]=[CH:36][C:20]([NH:21][C:22](=[O:35])[C:23]4[CH:28]=[CH:27][CH:26]=[CH:25][C:24]=4[C:29]4[CH:30]=[CH:31][CH:32]=[CH:33][CH:34]=4)=[CH:19][CH:18]=3)=[O:16])[CH2:7][CH2:6][C:5]=2[N:38]=1 |f:1.2,4.5|. Procedure: 4'-[(2-Methyl-1,4,5,6-tetrahydroimidazo[4,5-d][1]benzazepin-6-yl)carbonyl]-2-phenylbenzanilide was dissolved in 5 ml of ethyl alcohol, the resulting solution was mixed with 0.19 ml of 4N hydrochloric acid-ethyl acetate and cooled on an ice bath and then the thus precipitated crystals were collected by filtration and washed with a small volume of ethyl alcohol to obtain 220 mg of 4'-[(2-methyl-1,4,5,6-tetrahydroimidazo[4,5-d][1]benzazepin-6-yl)carbonyl]-2-phenylbenzanilide hydrochloride (Example ... Reactants: C1COCCOCCOCCOCCO1 (15-crown-5), CC=1SC(=C(N1)C)S(=O)(=O)Cl ((2,4-dimethyl-1,3-thiazol-5-yl)sulfonyl chloride), CC=1C(=CNC1C1=CC=CC=C1)C=O (4-methyl-5-phenyl-1H-pyrrole-3-carbaldehyde), [H-].[Na+] (sodium hydride). Product: CC=1SC(=C(N1)C)S(=O)(=O)N1C=C(C(=C1C1=CC=CC=C1)C)C=O (1-[(2,4-Dimethyl-1,3-thiazol-5-yl)sulfonyl]-4-methyl-5-phenyl-1H-pyrrole-3-carbaldehyde), oil. Isolated yield 8.0%. As a reaction SMILES: [CH3:1][C:2]1[C:3]([CH:13]=[O:14])=[CH:4][NH:5][C:6]=1[C:7]1[CH:12]=[CH:11][CH:10]=[CH:9][CH:8]=1.[H-].[Na+].C1OCCOCCOCCOCCOC1.[CH3:32][C:33]1[S:34][C:35]([S:39](Cl)(=[O:41])=[O:40])=[C:36]([CH3:38])[N:37]=1>>[CH3:32][C:33]1[S:34][C:35]([S:39]([N:5]2[C:6]([C:7]3[CH:12]=[CH:11][CH:10]=[CH:9][CH:8]=3)=[C:2]([CH3:1])[C:3]([CH:13]=[O:14])=[CH:4]2)(=[O:41])=[O:40])=[C:36]([CH3:38])[N:37]=1 |f:1.2|. Procedure details: By a reaction under similar conditions as in Reference Example 256 and using 4-methyl-5-phenyl-1H-pyrrole-3-carbaldehyde (185 mg), sodium hydride (60% in oil, 60 mg), 15-crown-5 (0.30 mL) and (2,4-dimethyl-1,3-thiazol-5-yl)sulfonyl chloride (275 mg), the title compound was obtained as an oil (yield 27.8 mg, 8%).